Dataset: the Open Reaction Database (ORD), a public repository of structured organic reaction records. Task: describe an organic reaction: reactants, conditions, products, and yield The reactants are C1(=CC=CC=C1)C1(CCNCC1)C(=O)OCC (ethyl 4-phenyl-4-piperidinecarboxylate), CC(CC(C)=O)C (4-methyl-2-pentanone), C1CO1 (ethylene oxide). Run in C(C)O (ethanol). Reaction conditions: temperature 60 celsius. The product is OCCN1CCC(CC1)(C(=O)OCC)C1=CC=CC=C1 (ethyl 1-(2-hydroxyethyl)-4-phenyl-4-piperidinecarboxylate). Reaction SMILES: [C:1]1([C:7]2([C:13]([O:15][CH2:16][CH3:17])=[O:14])[CH2:12][CH2:11][NH:10][CH2:9][CH2:8]2)[CH:6]=[CH:5][CH:4]=[CH:3][CH:2]=1.CC(C)[CH2:20][C:21](=[O:23])C.C1OC1>C(O)C>[OH:23][CH2:21][CH2:20][N:10]1[CH2:9][CH2:8][C:7]([C:1]2[CH:2]=[CH:3][CH:4]=[CH:5][CH:6]=2)([C:13]([O:15][CH2:16][CH3:17])=[O:14])[CH2:12][CH2:11]1. Procedure details: A mixture of 9.9 parts of ethyl 4-phenyl-4-piperidinecarboxylate, 41.8 parts of 4-methyl-2-pentanone, 4.3 parts of ethylene oxide and 79.2 parts of ethanol is heated in a sealed citric bottle at about 60° C for 7 days. The resulting solution is cooled, the solvent is evaporated under reduced pressure and the residual material is partitioned between diluted NaOH and ether. The ether layer is then separated and extracted with diluted HCl. The acid layer is then made alkaline with aqueous sodium hy... Starting materials: C(CCC)C1=NC2=C(N1CC1=CC=C(C=C1)C=1C(=CC=CC1)C(=O)OC(C)(C)C)C=CC=C2OC (tert.butyl 4'-[(2-n-butyl-4-methoxy-benzimidazol-1-yl)-methyl]biphenyl-2-carboxylate), CC(=O)CC.C=1(C(=CC=CC1)C)C (methylethylketone xylene). Product: C(CCC)C1=NC2=C(N1CC1=CC=C(C=C1)C=1C(=CC=CC1)C(=O)OC(C)(C)C)C=CC(=C2)OC (Tert.butyl 4'-[(2-n-butyl-5-methoxy-benzimidazol-1-yl)-methyl]biphenyl-2-carboxylate). As a reaction SMILES: [CH2:1]([C:5]1[N:9]([CH2:10][C:11]2[CH:16]=[CH:15][C:14]([C:17]3[C:18]([C:23]([O:25][C:26]([CH3:29])([CH3:28])[CH3:27])=[O:24])=[CH:19][CH:20]=[CH:21][CH:22]=3)=[CH:13][CH:12]=2)[C:8]2[CH:30]=[CH:31][CH:32]=[C:33](OC)[C:7]=2[N:6]=1)[CH2:2][CH2:3][CH3:4].C[C:37](CC)=[O:38].C1(C)C(C)=CC=CC=1>>[CH2:1]([C:5]1[N:9]([CH2:10][C:11]2[CH:16]=[CH:15][C:14]([C:17]3[C:18]([C:23]([O:25][C:26]([CH3:29])([CH3:27])[CH3:28])=[O:24])=[CH:19][CH:20]=[CH:21][CH:22]=3)=[CH:13][CH:12]=2)[C:8]2[CH:30]=[CH:31][C:32]([O:38][CH3:37])=[CH:33][C:7]=2[N:6]=1)[CH2:2][CH2:3][CH3:4] |f:1.2|. Procedure: tert.butyl 4'-[(2-n-butyl-4-methoxy-benzimidazol-1-yl)-methyl]biphenyl-2-carboxylate oil, Rf value: 0.70 (Silica gel: methylethylketone/xylene=1:2) Run in C(C)(=O)OCC (ethyl acetate), O (water), CN1C(CCC1)=O (N-methylpyrrolidone). The reactants are [Cl-].[Na+] (sodium chloride), C([O-])([O-])=O.[K+].[K+] (Potassium carbonate), NCCC1=CNC2=CC=CC=C12 (tryptamine), C([O-])([O-])=O.[K+].[K+] (potassium carbonate), NCCC1=CNC2=CC=CC=C12 (tryptamine), N1(N=NC2=C1C=CC=C2)OC2=NC(=C(C(=O)N)C=C2F)NC2=CC(=CC(=C2)OC)OC (6-(1H-1,2,3-benzotriazol-1-yloxy)-2-(3,5-dimethoxyphenylamino)-5-fluoronicotinamide). Run at temperature 90 celsius, time 7 hour. RXN SMILES: C(=O)([O-])[O-].[K+].[K+].[NH2:7][CH2:8][CH2:9][C:10]1[C:18]2[C:13](=[CH:14][CH:15]=[CH:16][CH:17]=2)[NH:12][CH:11]=1.N1(O[C:29]2[C:37]([F:38])=[CH:36][C:32]([C:33]([NH2:35])=[O:34])=[C:31]([NH:39][C:40]3[CH:45]=[C:44]([O:46][CH3:47])[CH:43]=[C:42]([O:48][CH3:49])[CH:41]=3)[N:30]=2)C2C=CC=CC=2N=N1.[Cl-].[Na+]>C(OCC)(=O)C.O.CN1CCCC1=O>[CH3:49][O:48][C:42]1[CH:41]=[C:40]([NH:39][C:31]2[N:30]=[C:29]([NH:7][CH2:8][CH2:9][C:10]3[C:18]4[C:13](=[CH:14][CH:15]=[CH:16][CH:17]=4)[NH:12][CH:11]=3)[C:37]([F:38])=[CH:36][C:32]=2[C:33]([NH2:35])=[O:34])[CH:45]=[C:44]([O:46][CH3:47])[CH:43]=1 |f:0.1.2,5.6|. Procedure details: Potassium carbonate (27 mg) and tryptamine (32 mg) were added to an N-methylpyrrolidone (1 ml) solution containing 6-(1H-1,2,3-benzotriazol-1-yloxy)-2-(3,5-dimethoxyphenylamino)-5-fluoronicotinamide (41 mg), followed by stirring at 90° C. for 7 hours. The reaction mixture was cooled to room temperature, and potassium carbonate (14 mg) and tryptamine (16 mg) were added, followed by stirring at 90° C. for 7 hours. The reaction mixture was cooled to room temperature, and then water, sodium chloride... The product is COC=1C=C(C=C(C1)OC)NC1=C(C(=O)N)C=C(C(=N1)NCCC1=CNC2=CC=CC=C12)F (2-(3,5-dimethoxyphenylamino)-5-fluoro-6-(2-(1H-indole-3-yl)ethylamino)nicotinamide). The yield is 43.8%. Starting materials: CC[O-].[Na+] (NaOEt), C(#N)CC(=O)OCC (ethyl cyanoacetate), C1(=CC=CC=C1)C=C1CSCC(C1=O)=CC1=CC=CC=C1 (tetrahydro-3,5-bis(phenylmethylene)-4H-thiopyran-4-one). Solvent: CCO (EtOH), CCO (EtOH). Run at time 10 minute. Yields the product O=C1C(C(C2=C(O1)C(CSC2)=CC2=CC=CC=C2)C2=CC=CC=C2)C#N (3,4,7,8-Tetrahydro-2-oxo-4-phenyl-8-(phenylmethylene)-2H,5H-thiopyrano[4,3-b]pyran-3-carbonitrile). RXN SMILES: CC[O-].[Na+].[C:5]([CH2:7][C:8](OCC)=[O:9])#[N:6].[C:13]1([CH:19]=[C:20]2[C:25](=[O:26])[C:24](=[CH:27][C:28]3[CH:33]=[CH:32][CH:31]=[CH:30][CH:29]=3)[CH2:23][S:22][CH2:21]2)[CH:18]=[CH:17][CH:16]=[CH:15][CH:14]=1>CCO>[O:9]=[C:8]1[O:26][C:25]2[C:24](=[CH:27][C:28]3[CH:29]=[CH:30][CH:31]=[CH:32][CH:33]=3)[CH2:23][S:22][CH2:21][C:20]=2[CH:19]([C:13]2[CH:14]=[CH:15][CH:16]=[CH:17][CH:18]=2)[CH:7]1[C:5]#[N:6] |f:0.1|. Procedure details: To a solution of NaOEt (from 555 mg, 92 mg atom Na in absolute EtOH) in 100 ml of absolute EtOH is added ethyl cyanoacetate (2.44 g, 22 mmole) dissolved in 50 ml of absolute EtOH. This is heated at reflux temperature for 2 hours, cooled slightly and tetrahydro-3,5-bis(phenylmethylene)-4H-thiopyran-4-one (5.84 g, 20 mmole) is added at once. The mixture quickly turns orange-red for ca. 10 minutes, changing to yellow (yellow solids in orange-red solution) as heating is continued for 2 hours. Reactants: BrCC(=O)OCC (Ethyl bromoacetate), N1(CCCC1)C1C(NC2=CC=CC=C12)=C (3-pyrrolidin-1-yl-methylene-3H-indole), CCO (EtOH). Conditions: time 8 hour. Product: [Br-].C(C)OC(=O)C[N+]1=CC(C2=CC=CC=C12)=CN1CCCC1 (1-Ethoxycarbonylmethyl-3-pyrrolidin-1-ylmethylene-3H-indolium bromide). Isolated yield 93.0%. As a reaction SMILES: [Br:1][CH2:2][C:3]([O:5][CH2:6][CH3:7])=[O:4].N1([CH:13]2[C:21]3[C:16](=[CH:17][CH:18]=[CH:19][CH:20]=3)[NH:15][C:14]2=C)CCCC1.[CH3:23][CH2:24]O>>[Br-:1].[CH2:6]([O:5][C:3]([CH2:2][N+:15]1[C:16]2[C:21](=[CH:20][CH:19]=[CH:18][CH:17]=2)[C:13](=[CH:16][N:15]2[CH2:24][CH2:23][CH2:13][CH2:14]2)[CH:14]=1)=[O:4])[CH3:7] |f:3.4|. Reported procedure: Ethyl bromoacetate (6.1 ml, 55.4 mmol) was added dropwise to a stirred solution of 3-pyrrolidin-1-yl-methylene-3H-indole (10 g, 50.4 mmol) in EtOH (40 ml) and the reaction mixture was kept stirring at rt overnight. The solid was filtered off, washed with small portions of EtOH and then dried in vacuo, affording title compound (17 g) as a beige solid in 93% yield. tR (LC-1): 1.45 min; ESI-MS(+): m/z 285.31 [M]+ (calcd 285.36 for C17H21BrN2O2+). Starting materials: CCOC(C)=O, [H][H], O=[N+]([O-])c1cnc2c(ccn2S(=O)(=O)c2ccccc2)c1NC1CCCOC1. Yields the product Nc1cnc2c(ccn2S(=O)(=O)c2ccccc2)c1NC1CCCOC1. Reaction SMILES: [CH3:31][CH2:32][O:33][C:34](=[O:35])[CH3:36].[H:29][H:30].[N+:1]([O-:2])(=[O:3])[c:4]1[c:5]([NH:22][CH:23]2[CH2:24][O:25][CH2:26][CH2:27][CH2:28]2)[c:6]2[c:7]([n:8][cH:9]1)[n:10]([S:13](=[O:14])(=[O:15])[c:16]1[cH:17][cH:18][cH:19][cH:20][cH:21]1)[cH:11][cH:12]2>>[NH2:1][c:4]1[c:5]([NH:22][CH:23]2[CH2:24][O:25][CH2:26][CH2:27][CH2:28]2)[c:6]2[c:7]([n:8][cH:9]1)[n:10]([S:13](=[O:14])(=[O:15])[c:16]1[cH:17][cH:18][cH:19][cH:20][cH:21]1)[cH:11][cH:12]2.